From a dataset of the Open Reaction Database (ORD), a public repository of structured organic reaction records. describe an organic reaction: reactants, conditions, products, and yield The reactants are C(C=O)(=O)OC (methyl glyoxylate), COC=CC=C (1-methoxy-1,3-butadiene). Run in C(O)([O-])=O.[Na+] (sodium hydrogencarbonate). Conditions: temperature -70 celsius, time 3 hour. Product: COC1OC(CC=C1)C(=O)OC (2-methoxy-6-methoxycarbonyl-5,6-dihydropyran). Yield: 79.0%. Reaction SMILES: [C:1]([O:5][CH3:6])(=[O:4])[CH:2]=[O:3].[CH3:7][O:8][CH:9]=[CH:10][CH:11]=[CH2:12]>C(=O)([O-])O.[Na+]>[CH3:7][O:8][CH:9]1[CH:10]=[CH:11][CH2:12][CH:2]([C:1]([O:5][CH3:6])=[O:4])[O:3]1 |f:2.3|. Procedure: The above-obtained solution was cooled to -70° C. in a dry ice-acetone bath. To this solution were successively added 88 mg (1 mmole) of methyl glyoxylate and 0.168 g (2 mmole) of 1-methoxy-1,3-butadiene. Reaction was then allowed to proceed at -30° C. for 3 hours, and 10 ml of a sodium hydrogencarbonate aqueous solution was added to the reaction mixture to terminate the reaction. This reaction mixture was filtered through Celite and then subjected to extraction once with a 20 ml of diethyl ethe... Starting materials: N1=C(SC2=C1C1=C(CC2)SC=C1)N (4,5-dihyrothieno[3,2-e][1,3]benzothiazol-2-amine), ClC=1C=C(C=CC1Cl)S(=O)(=O)Cl (3,4-dichlorobenzenesulfonyl chloride). Product: ClC=1C=C(C=CC1Cl)S(=O)(=O)NC=1SC2=C(N1)C1=C(CC2)SC=C1 (3,4-Dichloro-N-(4,5-dihydrothieno[3,2-e][1,3]benzothiazol-2-yl)benzenesulfonamide), powder. RXN SMILES: [N:1]1[C:5]2[C:6]3[CH:12]=[CH:11][S:10][C:7]=3[CH2:8][CH2:9][C:4]=2[S:3][C:2]=1[NH2:13].[Cl:14][C:15]1[CH:16]=[C:17]([S:22](Cl)(=[O:24])=[O:23])[CH:18]=[CH:19][C:20]=1[Cl:21]>>[Cl:14][C:15]1[CH:16]=[C:17]([S:22]([NH:13][C:2]2[S:3][C:4]3[CH2:9][CH2:8][C:7]4[S:10][CH:11]=[CH:12][C:6]=4[C:5]=3[N:1]=2)(=[O:23])=[O:24])[CH:18]=[CH:19][C:20]=1[Cl:21]. Procedure details: The title compound was prepared from 4,5-dihyrothieno[3,2-e][1,3]benzothiazol-2-amine (107 mg, synthesized according to METHOD I from 4-keto-4,5,6,7-tetrahydrothianaphthene) and 3,4-dichlorobenzenesulfonyl chloride (127 mg) as described in the synthetic METHOD A to give a white powder (62 mg) with a purity >90%: MS-ES (neg) m/z 417.2. Starting materials: O1C=C(C=C1)C=1C(=C(C(=O)O)C(=CC1)CSC1=CC=CC=C1)OC (3-(furan-3-yl)-2-methoxy-6-(phenylthiomethyl)benzoic acid), O1C=C(C=C1)C=1C(=C(C(=O)O)C(=CC1)CSC1=CC=CC=C1)OC (3-(furan-3-yl)-2-methoxy-6-(phenylthiomethyl)benzoic acid), S(O)(O)(=O)=O (sulphuric acid), S(=O)(=O)([O-])[O-].[Mg+2] (magnesium sulphate), C(O)([O-])=O.[Na+] (sodium hydrogen carbonate). Run in C(Cl)Cl (DCM), C(C)(C)(C)O (t-butanol), C(Cl)Cl (DCM), C(Cl)Cl (DCM). Reaction conditions: time 48 hour. Product: O1C=C(C=C1)C=1C(=C(C(=O)OC(C)(C)C)C(=CC1)CSC1=CC=CC=C1)OC (t-butyl 3-(furan-3-yl)-2-methoxy-6-(phenylthiomethyl)benzoate). Isolated yield 119.8%. RXN SMILES: S(=O)(=O)(O)O.S([O-])([O-])(=O)=O.[Mg+2].[O:12]1[CH:16]=[CH:15][C:14]([C:17]2[C:18]([O:34][CH3:35])=[C:19]([C:23]([CH2:26][S:27][C:28]3[CH:33]=[CH:32][CH:31]=[CH:30][CH:29]=3)=[CH:24][CH:25]=2)[C:20]([OH:22])=[O:21])=[CH:13]1.C(=O)([O-])O.[Na+]>C(Cl)Cl.C(O)(C)(C)C>[O:12]1[CH:16]=[CH:15][C:14]([C:17]2[C:18]([O:34][CH3:35])=[C:19]([C:23]([CH2:26][S:27][C:28]3[CH:29]=[CH:30][CH:31]=[CH:32][CH:33]=3)=[CH:24][CH:25]=2)[C:20]([O:22][C:14]([CH3:17])([CH3:15])[CH3:13])=[O:21])=[CH:13]1 |f:1.2,4.5|. Procedure details: Concentrated sulphuric acid (0.31 g) was added to a stirred suspension of magnesium sulphate (1.31 g) in DCM (10 ml) in a sealed vial and the mixture was stirred for 5 minutes before addition of a solution of 3-(furan-3-yl)-2-methoxy-6-(phenylthiomethyl)benzoic acid (Intermediate 223, 0.96 g) in DCM (8 ml) and t-butanol (1.03 g). The mixture was stirred in a sealed tube for 48 hours. DCM and saturated aqueous sodium hydrogen carbonate were added to the mixture and the organic layer was separated... Starting materials: CC=1C2=CC=CC=C2C2CNCCC21 (1,3,4,9b-tetrahydro-5-methyl-2H-indeno[1,2-c]pyridine), C([O-])([O-])=O.[K+].[K+] (potassium carbonate), COC(CBr)=O (bromoacetic acid methyl ester). Run in CN(C=O)C (dimethyl formamide), CN(C=O)C (dimethyl formamide). The product is COC(CN1CC2C(CC1)=C(C1=CC=CC=C12)C)=O (1,3,4,9b-Tetrahydro-5-methyl-2H-indeno[1,2-c]pyridine-2-acetic acid methyl ester). As a reaction SMILES: [CH3:1][O:2][C:3](=[O:6])[CH2:4]Br.[CH3:7][C:8]1[C:9]2[C:14]([CH:15]3[C:20]=1[CH2:19][CH2:18][NH:17][CH2:16]3)=[CH:13][CH:12]=[CH:11][CH:10]=2.C(=O)([O-])[O-].[K+].[K+]>CN(C)C=O>[CH3:1][O:2][C:3](=[O:6])[CH2:4][N:17]1[CH2:18][CH2:19][C:20]2=[C:8]([CH3:7])[C:9]3[C:14]([CH:15]2[CH2:16]1)=[CH:13][CH:12]=[CH:11][CH:10]=3 |f:2.3.4|. Procedure details: A solution of 15.3 g of bromoacetic acid methyl ester in 50 cc of dimethyl formamide is added dropwise at 60° while stirring to a mixture of 18.5 g of 1,3,4,9b-tetrahydro-5-methyl-2H-indeno[1,2-c]pyridine and 41.4 g of potassium carbonate in 200 cc of dimethyl formamide. The reaction mixture is allowed to react at 60° for 1 hour, is poured on ice water and is extracted thrice with chloroform. The extracts are dried and completely concentrated by evaporation, the residue is dissolved in 50 cc of ... Reactants: O([N+](=O)[O-])CC1=CC=C(C(=N1)C)OC(C1=C(C=CC=C1)OC(C)=O)=O (2-acetyloxybenzoic acid 6-(nitroxymethyl)-2-methylpyridinyl ester), C(C)(=O)OCC.Cl (ethyl acetate HCl). The solvent is C(C)(=O)OCC (ethyl acetate). Reaction conditions: time 1 hour. Yields the product Cl.O([N+](=O)[O-])CC1=CC=C(C(=N1)C)OC(C1=C(C=CC=C1)OC(C)=O)=O (2-Acetyloxybenzoic Acid 6-(Nitroxymethyl)-2-methylpyridinyl Ester Hydrochloride). As a reaction SMILES: [O:1]([CH2:5][C:6]1[N:11]=[C:10]([CH3:12])[C:9]([O:13][C:14](=[O:25])[C:15]2[CH:20]=[CH:19][CH:18]=[CH:17][C:16]=2[O:21][C:22](=[O:24])[CH3:23])=[CH:8][CH:7]=1)[N+:2]([O-:4])=[O:3].C(OCC)(=O)C.[ClH:32]>C(OCC)(=O)C>[ClH:32].[O:1]([CH2:5][C:6]1[N:11]=[C:10]([CH3:12])[C:9]([O:13][C:14](=[O:25])[C:15]2[CH:20]=[CH:19][CH:18]=[CH:17][C:16]=2[O:21][C:22](=[O:24])[CH3:23])=[CH:8][CH:7]=1)[N+:2]([O-:4])=[O:3] |f:1.2,4.5|. Procedure: To a solution of 2-acetyloxybenzoic acid 6-(nitroxymethyl)-2-methylpyridinyl ester (1 g, 2.88 mmoles) in ethyl acetate (20 ml) cooled at 0° C., a solution of ethyl acetate/HCl 5M is added by dropping under stirring. It is left for one hour at 0° C., then the temperature is let reach room values. The formed precipitate is filtered and washed with ethyl ether. 900 mg of solid product are obtained. As a reaction SMILES: [CH2:14]([CH:15]=[CH2:16])[c:17]1[c:18]([OH:25])[c:19]([CH:20]=[O:21])[cH:22][cH:23][cH:24]1.[N:1]1([c:7]2[cH:8][c:9](=[O:13])[nH:10][cH:11][n:12]2)[CH2:2][CH2:3][NH:4][CH2:5][CH2:6]1>>[N:1]1([c:7]2[cH:8][c:9](=[O:13])[nH:10][cH:11][n:12]2)[CH2:2][CH2:3][N:4]([CH2:20][c:19]2[c:18]([OH:25])[c:17]([CH2:14][CH:15]=[CH2:16])[cH:24][cH:23][cH:22]2)[CH2:5][CH2:6]1. Starting materials: C=CCc1cccc(C=O)c1O, O=c1cc(N2CCNCC2)nc[nH]1. Product: C=CCc1cccc(CN2CCN(c3cc(=O)[nH]cn3)CC2)c1O. Reactants: CS(=O)(=O)C1=CC=C(N)C=C1 (4-(methylsulfonyl)aniline), C[Al](C)C (trimethylaluminum), CC1=CC=C(C#N)C=C1 (4-methylbenzonitrile). Solvent: C1(=CC=CC=C1)C (toluene), C1(=CC=CC=C1)C (toluene), C(Cl)(Cl)Cl (chloroform). Run at time 2.5 hour. Product: CC1=CC=C(C=C1)C(NC1=CC=C(C=C1)S(=O)(=O)C)=N (4-methyl-N-[4-(methylsulfonyl)phenyl]benzenecarboximidamide). As a reaction SMILES: [CH3:1][S:2]([C:5]1[CH:11]=[CH:10][C:8]([NH2:9])=[CH:7][CH:6]=1)(=[O:4])=[O:3].C[Al](C)C.[CH3:16][C:17]1[CH:24]=[CH:23][C:20]([C:21]#[N:22])=[CH:19][CH:18]=1>C1(C)C=CC=CC=1.C(Cl)(Cl)Cl>[CH3:16][C:17]1[CH:24]=[CH:23][C:20]([C:21](=[NH:22])[NH:9][C:8]2[CH:10]=[CH:11][C:5]([S:2]([CH3:1])(=[O:3])=[O:4])=[CH:6][CH:7]=2)=[CH:19][CH:18]=1. Procedure details: To a suspension of 4-(methylsulfonyl)aniline (10 mmol) in toluene (100 mL), trimethylaluminum (2M solution in toluene, 15 mmol) is added over 15 minutes. The reaction mixture is warmed to room temperature and stirred for 2.5 hours. A solution of 4-methylbenzonitrile (20 mmol) in toluene (50 mL) is added over 10 minutes and the reaction mixture is heated to 80°-85° C. After 20 hours, the reaction mixture is cooled to room temperature and poured over a slurry of silica gel in chloroform. After fil... The reactants are C(C)OCC (diethyl ether), C1(=CC=CC=C1)C1CCCC(N1)=O (6-phenyl-piperidin-2-one), O(S(=O)(=O)C(F)(F)F)C (methyl triflate), NN (hydrazine). Solvent: C(Cl)Cl (methylene chloride), C(Cl)Cl (methylene chloride), CO (methanol). Conditions: time 3 hour. Yields the product C1(=CC=CC=C1)C1CCC/C(/N1)=N/N ([6-phenyl-piperidin-(2Z)-ylidene]-hydrazine). Yield: 90.0%. Reaction SMILES: [C:1]1([CH:7]2[NH:12][C:11](=O)[CH2:10][CH2:9][CH2:8]2)[CH:6]=[CH:5][CH:4]=[CH:3][CH:2]=1.O(C)S(C(F)(F)F)(=O)=O.[NH2:23][NH2:24].C(OCC)C>C(Cl)Cl.CO>[C:1]1([CH:7]2[NH:12]/[C:11](=[N:23]\[NH2:24])/[CH2:10][CH2:9][CH2:8]2)[CH:6]=[CH:5][CH:4]=[CH:3][CH:2]=1. Reported procedure: To a stirring solution of 6-phenyl-piperidin-2-one (0.35 g, 2 mmol) in methylene chloride (1 mL) at 0° C. under nitrogen atmosphere was added methyl triflate (0.23 mL, 2 mmol). The reaction mixture was stirred at room temperature for three hours, then added to a stirring 0°C solution of anhydrous hydrazine (0.5 mL) in methanol (1 mL). The mixture was stirred for 3.5 hours at room temperature, then poured into a 1:1 mixture of methylene chloride and diethyl ether. The mixture was washed with 1.5M... The reactants are FC1=C(C=CC(=C1)F)[C@]([C@@H](C)N1C(N(CC1)C1=CC=C(C=C1)N1N=NN=C1)=O)(CN1N=CN=C1)O (1-[(1R,2R)-2-(2,4-difluorophenyl)-2-hydroxy-1-methyl-3-(1H-1,2,4-triazol-1-yl)propyl]-3-[4-(1H-tetrazol-1-yl)phenyl]-2-imidazolidinone), C(OCCl)(OC(C)C)=O (chloromethyl isopropyl carbonate), C(C)#N (acetonitrile). Run in C(C)(C)OC(C)C (diisopropyl ether). Conditions: temperature 100 celsius, time 6 hour. The product is [Cl-].FC1=C(C=CC(=C1)F)[C@@](C[NH+]1N=CN(C1)COC(=O)OC(C)C)([C@@H](C)N1C(N(CC1)C1=CC=C(C=C1)N1N=NN=C1)=O)O (1-[(2R,3R)-2-(2,4-difluorophenyl)-2-hydroxy-3-[2-oxo-3-[4-(1H-tetrazol-1-yl)phenyl]-1-imidazolidinyl]butyl]-4-(isopropoxycarbonyloxy)methyl-1H-1,2,4-triazolium chloride). Isolated yield 16.7%. As a reaction SMILES: [F:1][C:2]1[CH:7]=[C:6]([F:8])[CH:5]=[CH:4][C:3]=1[C@@:9]([OH:35])([CH2:29][N:30]1[CH:34]=[N:33][CH:32]=[N:31]1)[C@H:10]([N:12]1[CH2:16][CH2:15][N:14]([C:17]2[CH:22]=[CH:21][C:20]([N:23]3[CH:27]=[N:26][N:25]=[N:24]3)=[CH:19][CH:18]=2)[C:13]1=[O:28])[CH3:11].[C:36](=[O:44])([O:40][CH:41]([CH3:43])[CH3:42])[O:37][CH2:38][Cl:39].C(#N)C>C(OC(C)C)(C)C>[Cl-:39].[F:1][C:2]1[CH:7]=[C:6]([F:8])[CH:5]=[CH:4][C:3]=1[C@:9]([OH:35])([C@H:10]([N:12]1[CH2:16][CH2:15][N:14]([C:17]2[CH:22]=[CH:21][C:20]([N:23]3[CH:27]=[N:26][N:25]=[N:24]3)=[CH:19][CH:18]=2)[C:13]1=[O:28])[CH3:11])[CH2:29][NH+:30]1[CH2:34][N:33]([CH2:38][O:37][C:36]([O:40][CH:41]([CH3:43])[CH3:42])=[O:44])[CH:32]=[N:31]1 |f:4.5|. Procedure details: A mixture of 1-[(1R,2R)-2-(2,4-difluorophenyl)-2-hydroxy-1-methyl-3-(1H-1,2,4-triazol-1-yl)propyl]-3-[4-(1H-tetrazol-1-yl)phenyl]-2-imidazolidinone (0.5 g), chloromethyl isopropyl carbonate (3.17 g) and acetonitrile (1 ml) was stirred for 6 hours at 100° C. After having been cooled, the mixture was diluted with diisopropyl ether (10 ml). The,resulting powder was collected by filtration. The powder was subjected to silica gel chromatography (eluent: ethyl acetate→acetone→acetone/ethanol=10/1→acet...